This data is from the Open Reaction Database (ORD), a public repository of structured organic reaction records. The task is: describe an organic reaction: reactants, conditions, products, and yield The reactants are FC1=CC=C(C=C1)C(C(C1=CC=NC=C1)O[Si](C)(C)C(C)(C)C)=O (1-(4-Fluorophenyl)-2-t-butyldimethylsiloxy-2-(4-pyridyl)ethanone), NC1=NC=CN=C1 (2-aminopyrazine), Cl (HCl). Run in O (water). Conditions: temperature 23 celsius, time 3 hour. Yields the product N1=CC=C(C=C1)C1=C(NC2=NC=CN=C12)C1=CC=C(C=C1)F (3-(4-pyridyl)-2-(4-fluorophenyl)-4,7-diaza-indole). As a reaction SMILES: [F:1][C:2]1[CH:7]=[CH:6][C:5]([C:8](=O)[CH:9](O[Si](C(C)(C)C)(C)C)[C:10]2[CH:15]=[CH:14][N:13]=[CH:12][CH:11]=2)=[CH:4][CH:3]=1.[NH2:25][C:26]1[CH:31]=[N:30][CH:29]=[CH:28][N:27]=1.Cl>O>[N:13]1[CH:12]=[CH:11][C:10]([C:9]2[C:31]3[C:26](=[N:27][CH:28]=[CH:29][N:30]=3)[NH:25][C:8]=2[C:5]2[CH:4]=[CH:3][C:2]([F:1])=[CH:7][CH:6]=2)=[CH:15][CH:14]=1. Procedure details: 1-(4-Fluorophenyl)-2-t-butyldimethylsiloxy-2-(4-pyridyl)ethanone (16) (5.44 g, 15.77 mmol), 2-aminopyrazine (1.00 g, 10.5 mmol), and concentrated HCl (30 mL) were heated in a sealed tube to 190° C. behind an explosion shield. After 3 h at 190° C., the reaction was allowed to cool to 23° C. then diluted with water (100 mL). After further dilution with concentrated ammonium hydroxide to pH of 12, the reaction was extracted with methylene chloride (3×200 mL), and dried (MgSO4). After concentration ... Reactants: COC(C1=CC(=CC(=C1)C1=NC=C(C=C1)C)N1C(=NC=C1)C(C)C)=O (3-(2-Isopropyl-imidazol-1-yl)-5-(5-methyl-pyridin-2-yl)-benzoic acid methyl ester), [OH-].[Na+] (NaOH). Run in CO (MeOH). Reaction conditions: time 3 hour. Product: C(C)(C)C=1N(C=CN1)C=1C=C(C(=O)O)C=C(C1)C1=NC=C(C=C1)C (3-(2-isopropyl-imidazol-1-yl)-5-(5-methyl-pyridin-2-yl)-benzoic acid). As a reaction SMILES: C[O:2][C:3](=[O:25])[C:4]1[CH:9]=[C:8]([C:10]2[CH:15]=[CH:14][C:13]([CH3:16])=[CH:12][N:11]=2)[CH:7]=[C:6]([N:17]2[CH:21]=[CH:20][N:19]=[C:18]2[CH:22]([CH3:24])[CH3:23])[CH:5]=1.[OH-].[Na+]>CO>[CH:22]([C:18]1[N:17]([C:6]2[CH:5]=[C:4]([CH:9]=[C:8]([C:10]3[CH:15]=[CH:14][C:13]([CH3:16])=[CH:12][N:11]=3)[CH:7]=2)[C:3]([OH:25])=[O:2])[CH:21]=[CH:20][N:19]=1)([CH3:24])[CH3:23] |f:1.2|. Procedure: 3-(2-Isopropyl-imidazol-1-yl)-5-(5-methyl-pyridin-2-yl)-benzoic acid methyl ester (270 mg, 0.81 mmol was dissolved in 10 mL MeOH, and 3N aqueous NaOH (1 mL) was added. The reaction mixture was stirred at room temperature for three hours, then concentrated under reduced pressure. The residue was acidified to pH 3 and extracted with EtOAc. The combined organic layers were dried over MgSO4, filtered and concentrated under reduced pressure to give 234 mg of 3-(2-isopropyl-imidazol-1-yl)-5-(5-methyl-...